Dataset: the Open Reaction Database (ORD), a public repository of structured organic reaction records. Task: describe an organic reaction: reactants, conditions, products, and yield Reactants: CC(=O)Oc1ccc(C(N)=O)cc1OC(C)=O, O=C(Cl)C(=O)Cl, ClCCCl. The product is CC(=O)Oc1ccc(C(=O)N=C=O)cc1OC(C)=O. RXN SMILES: [C:7]([CH3:8])(=[O:9])[O:10][c:11]1[cH:12][c:13]([C:14](=[O:15])[NH2:16])[cH:17][cH:18][c:19]1[O:20][C:21]([CH3:22])=[O:23].[Cl:1][C:2](=[O:3])[C:4]([Cl:5])=[O:6].[Cl:24][CH2:25][CH2:26][Cl:27]>>[C:2](=[O:3])=[N:16][C:14]([c:13]1[cH:12][c:11]([O:10][C:7]([CH3:8])=[O:9])[c:19]([O:20][C:21]([CH3:22])=[O:23])[cH:18][cH:17]1)=[O:15]. Starting materials: C(CCCCC(=O)Cl)(=O)Cl (adipoyl chloride), C(CCCCC(=O)Cl)(=O)Cl (adipoyl chloride), C(CCCCC(=O)Cl)(=O)Cl (adipoyl chloride), C(CCCCCO)O (1,6-hexanediol). The solvent is C(C)N(CC)CC (triethylamine). Reaction conditions: time 3 minute. Product: C(CCCCCO)O.C(CCCCC(=O)Cl)(=O)Cl (1,6-hexanediol adipoyl chloride). As a reaction SMILES: [C:1]([Cl:10])(=[O:9])[CH2:2][CH2:3][CH2:4][CH2:5][C:6]([Cl:8])=[O:7].C(O)CCCCCO>C(N(CC)CC)C>[CH2:1]([OH:9])[CH2:2][CH2:3][CH2:4][CH2:5][CH2:6][OH:7].[C:1]([Cl:10])(=[O:9])[CH2:2][CH2:3][CH2:4][CH2:5][C:6]([Cl:8])=[O:7] |f:3.4|. Procedure: Next, the adipoyl chloride vapor in the condensing chamber 2 was adiabatically expanded, and the introduced base particles were exposed thereto for 3 minutes. Consequently, adipoyl chloride condensed on the surface of the base particles. A polymerization reaction, using as a catalyst triethylamine contained in the base particles, took place between adipoyl chloride condensed on the surface of the base particles and 1,6-hexanediol contained therein, forming a film of 1,6-hexanediol-adipoyl chlori... Starting materials: CSC1=CC=C(CBr)C=C1 (4-(methylthio)benzyl bromide), compound ( 34 ), [H-].[Na+] (sodium hydride), FC(CCC(C#N)C#N)(F)F ((3,3,3-trifluoropropyl)malononitrile). Solvent: CN(C=O)C (N,N-dimethylformamide). The product is CSC1=CC=C(CC(C#N)(C#N)CCC(F)(F)F)C=C1 (2-(4-(methylthio)benzyl)-2-(3,3,3-trifluoropropyl)malononitrile). Isolated yield 49.6%. RXN SMILES: [CH3:1][S:2][C:3]1[CH:10]=[CH:9][C:6]([CH2:7]Br)=[CH:5][CH:4]=1.[H-].[Na+].[F:13][C:14]([F:23])([F:22])[CH2:15][CH2:16][CH:17]([C:20]#[N:21])[C:18]#[N:19]>CN(C)C=O>[CH3:1][S:2][C:3]1[CH:10]=[CH:9][C:6]([CH2:7][C:17]([CH2:16][CH2:15][C:14]([F:13])([F:22])[F:23])([C:18]#[N:19])[C:20]#[N:21])=[CH:5][CH:4]=1 |f:1.2|. Procedure details: Using 0.22 g of 4-(methylthio)benzyl bromide, 3 ml of N,N-dimethylformamide, 0.05 g of sodium hydride (60% in oil), and 0.17 g of (3,3,3-trifluoropropyl)malononitrile, and according to the process described in the Production Example 26, there was obtained 0.15 g of 2-(4-(methylthio)benzyl)-2-(3,3,3-trifluoropropyl)malononitrile (the present compound (34)). Starting materials: O=C1CCC(=O)N1Br, ClC(Cl)(Cl)Cl, COC(=O)c1ccc(Cl)c(C)c1Cl, CC(C)(C#N)N=NC(C)(C)C#N. Yields the product COC(=O)c1ccc(Cl)c(CBr)c1Cl. Reaction SMILES: [Br:26][N:27]1[C:28](=[O:29])[CH2:30][CH2:31][C:32]1=[O:33].[C:34]([Cl:35])([Cl:36])([Cl:37])[Cl:38].[Cl:13][c:14]1[c:15]([C:16](=[O:17])[O:18][CH3:19])[cH:20][cH:21][c:22]([Cl:25])[c:23]1[CH3:24].[N:1]#[C:2][C:3]([N:4]=[N:5][C:6]([C:7]#[N:8])([CH3:9])[CH3:10])([CH3:11])[CH3:12]>>[Cl:13][c:14]1[c:15]([C:16](=[O:17])[O:18][CH3:19])[cH:20][cH:21][c:22]([Cl:25])[c:23]1[CH2:24][Br:26]. The reactants are C(C)(C)(C)OO (t-butylhydroperoxide), ice, C(C1=CC=CC=C1)=C1CC=C(C(=O)C2=CC=C(C(=O)O)C=C2)C=C1 (4-(4'-benzylidene benzoyl)-benzoic acid), C(=O)(N1C=NC=C1)N1C=NC=C1 (1,1'-carbonyldiimidazole). Solvent: C1CCOC1 (THF), C1CCOC1 (THF), C1CCOC1 (THF). Reaction conditions: time 2 hour. Yields the product C(C1=CC=CC=C1)(=O)O (Benzoic Acid). As a reaction SMILES: C(=C1C=CC(C([C:14]2[CH:22]=[CH:21][C:17]([C:18]([OH:20])=[O:19])=[CH:16][CH:15]=2)=O)=CC1)C1C=CC=CC=1.C(N1C=CN=C1)(N1C=CN=C1)=O.C(OO)(C)(C)C>C1COCC1>[C:18]([OH:20])(=[O:19])[C:17]1[CH:21]=[CH:22][CH:14]=[CH:15][CH:16]=1. Reported procedure: To an ice cooled solution of 4-(4'-benzylidene benzoyl)-benzoic acid (1.40g) in THF was added a solution of 1,1'-carbonyldiimidazole (0.7g) in THF (10ml), with stirring. After 2 hours, a solution of t-butylhydroperoxide (0.5g of 80%) in THF (10ml) was added slowly. Stirring was continued for a further hour at 0° C. after which the solution was filtered and the solvent removed. The resulting oil was purified by column chromatography (silica) using dichloromethane as eluant. The resultant colourle... Reactants: ClC1=C(C=O)C(=CC=C1F)F (2-chloro-3,6-difluorobenzaldehyde), C(CCC)N (N-butylamine), C1(=CC=C(C=C1)S(=O)(=O)O)C (p-toluenesulphonic acid). Product: C(CCC)/N=C/C1=C(C(=CC=C1F)F)Cl (Butyl-[1-(2-chloro-3,6-difluoro-phenyl)-meth-(E)-ylidene]-amine). Reaction SMILES: [Cl:1][C:2]1[C:9]([F:10])=[CH:8][CH:7]=[C:6]([F:11])[C:3]=1[CH:4]=O.[CH2:12]([NH2:16])[CH2:13][CH2:14][CH3:15].C1(C)C=CC(S(O)(=O)=O)=CC=1>>[CH2:12](/[N:16]=[CH:4]/[C:3]1[C:6]([F:11])=[CH:7][CH:8]=[C:9]([F:10])[C:2]=1[Cl:1])[CH2:13][CH2:14][CH3:15]. Procedure details: Butyl-[1-(2-chloro-3,6-difluoro-phenyl)-meth-(E)-ylidene]-amine was prepared from 2-chloro-3,6-difluorobenzaldehyde, N-butylamine and p-toluenesulphonic acid in analogy to Example 191a): yellow oil; MS (ISP): 234.1 ([M+H]+, 30%), 232.3 ([M+H]+, 100%).